This data is from the Open Reaction Database (ORD), a public repository of structured organic reaction records. The task is: describe an organic reaction: reactants, conditions, products, and yield Run in O (water), CN(C=O)C (N,N-dimethylformamide). Reaction SMILES: CC1C=CC(S(O[CH2:12][CH2:13][C:14]([OH:17])([CH3:16])[CH3:15])(=O)=O)=CC=1.[Br:18][C:19]1[C:24]([CH3:25])=[CH:23][C:22]([OH:26])=[CH:21][C:20]=1[CH3:27].C(=O)([O-])[O-].[K+].[K+].C(OCC)(=O)C>CN(C)C=O.O>[Br:18][C:19]1[C:24]([CH3:25])=[CH:23][C:22]([O:26][CH2:12][CH2:13][C:14]([CH3:16])([OH:17])[CH3:15])=[CH:21][C:20]=1[CH3:27] |f:2.3.4|. Reaction conditions: temperature 80 celsius, time 3 hour. The yield is 91.0%. Procedure details: A mixed solution of 3-hydroxy-3-methylbutyl 4-methylbenzenesulfonate (4.24 g) synthesized in accordance with the method described in [WO 2009/067613 pamphlet, Example 308], 4-bromo-3,5-dimethylphenol (3.0 g), and potassium carbonate (3.09 g) in N,N-dimethylformamide (15 mL) was stirred at 80° C. for 3 hours. To the reaction mixture, ethyl acetate (200 mL) and water (100 mL) were added and the mixture was extracted with ethyl acetate. The organic phase was successively washed with water (50 mL) a... Starting materials: C(C)(=O)OCC (ethyl acetate), CC1=CC=C(C=C1)S(=O)(=O)OCCC(C)(C)O (3-hydroxy-3-methylbutyl 4-methylbenzenesulfonate), BrC1=C(C=C(C=C1C)O)C (4-bromo-3,5-dimethylphenol), C([O-])([O-])=O.[K+].[K+] (potassium carbonate). Product: BrC1=C(C=C(OCCC(C)(O)C)C=C1C)C (4-(4-bromo-3,5-dimethylphenoxy)-2-methylbutan-2-ol). The reactants are ClC1=C(OC=2C(=NC(=NC2CO)N2CCOCC2)NS(=O)(=O)C2=NC=C(C=C2)C(C)C)C=C(C=C1)OC (5-isopropyl-pyridine-2-sulphonic acid 5-(2-chloro-5-methoxy-phenoxy)-6-hydroxymethyl-2-morpholin-4-yl-pyrimidin-4-ylamide), P(Cl)(Cl)(Cl)(Cl)Cl (PCl5). The solvent is O=P(Cl)(Cl)Cl (POCl3). Yields the product ClC1=C(OC=2C(=NC(=NC2CCl)N2CCOCC2)NS(=O)(=O)C2=NC=C(C=C2)C(C)C)C=C(C=C1)OC (5-isopropyl-pyridine-2-sulphonic acid 5-(2-chloro-5-methoxy-phenoxy)-6-chloromethyl-2-morpholin-4-yl-pyrimidin-4-ylamide). The yield is 72.6%. RXN SMILES: [Cl:1][C:2]1[CH:35]=[CH:34][C:33]([O:36][CH3:37])=[CH:32][C:3]=1[O:4][C:5]1[C:6]([NH:19][S:20]([C:23]2[CH:28]=[CH:27][C:26]([CH:29]([CH3:31])[CH3:30])=[CH:25][N:24]=2)(=[O:22])=[O:21])=[N:7][C:8]([N:13]2[CH2:18][CH2:17][O:16][CH2:15][CH2:14]2)=[N:9][C:10]=1[CH2:11]O.P(Cl)(Cl)(Cl)(Cl)[Cl:39]>O=P(Cl)(Cl)Cl>[Cl:1][C:2]1[CH:35]=[CH:34][C:33]([O:36][CH3:37])=[CH:32][C:3]=1[O:4][C:5]1[C:6]([NH:19][S:20]([C:23]2[CH:28]=[CH:27][C:26]([CH:29]([CH3:31])[CH3:30])=[CH:25][N:24]=2)(=[O:22])=[O:21])=[N:7][C:8]([N:13]2[CH2:14][CH2:15][O:16][CH2:17][CH2:18]2)=[N:9][C:10]=1[CH2:11][Cl:39]. Procedure details: 0.2 g of the compound obtained in Example 38 in 3.5 ml of POCl3 was stirred with 0.083 g of PCl5 at 20° C. for 2 hours. Thereafter, the POCl3 was distilled off and the residue was partitioned between ethyl acetate and aqueous sodium bicarbonate (sic). The organic phase was washed with water, dried and the solvent was evaporated. The residue was chromatographed over silica gel with chloroform-methanol, thereafter recrystallized from dichloromethane-ethanol. 0.150 g of 5-isopropyl-pyridine-2-sulph... The reactants are [BH4-].[Na+] (sodium borohydride), ClC=1C=C(C=CC1C=C[N+](=O)[O-])N1N=C(C=C1)C(F)(F)F (1-[3-chloro-4-(2-nitroethenyl)phenyl]-3-(trifluoromethyl)-1H-pyrazole), ClC=1C=C(C=CC1C=C[N+](=O)[O-])N1N=C(C=C1)C(F)(F)F (1-[3-chloro-4-(2-nitroethenyl)phenyl]-3-(trifluoromethyl)-1H-pyrazole), B(F)(F)F.CCOCC (boron trifluoride diethyl etherate), resultant solution, Cl (hydrochloric acid). The solvent is O1CCCC1 (tetrahydrofuran), O1CCCC1 (tetrahydrofuran), O (Water). Product: Cl.ClC1=C(C=CC(=C1)N1N=C(C=C1)C(F)(F)F)CCN (2-chloro-4-[3-(trifluoromethyl)-1H-pyrazol-1-yl]benzeneethanamine hydrochloride). As a reaction SMILES: [BH4-].[Na+].B(F)(F)F.CCOCC.[Cl:12][C:13]1[CH:14]=[C:15]([N:24]2[CH:28]=[CH:27][C:26]([C:29]([F:32])([F:31])[F:30])=[N:25]2)[CH:16]=[CH:17][C:18]=1[CH:19]=[CH:20][N+:21]([O-])=O.Cl>O1CCCC1.O>[ClH:12].[Cl:12][C:13]1[CH:14]=[C:15]([N:24]2[CH:28]=[CH:27][C:26]([C:29]([F:30])([F:31])[F:32])=[N:25]2)[CH:16]=[CH:17][C:18]=1[CH2:19][CH2:20][NH2:21] |f:0.1,2.3,8.9|. Procedure: To a cooled (0° C.) solution of sodium borohydride (238.6 mg, 6.28 mmol) in anhydrous tetrahydrofuran (8 mL) at 0° C. was added boron trifluoride diethyl etherate (1.13 g, 7.93 mmol) dropwise. The resultant solution was then stirred for 10 min at 0° C. and for 15 min at room temperature. A solution of 1-[3-chloro-4-(2-nitroethenyl)phenyl]-3-(trifluoromethyl)-1H-pyrazole (i.e. the product of Step B; 420 mg, 1.32 mmol) in anhydrous tetrahydrofuran (5.2 mL) was added dropwise via cannula, and the r... Reactants: Cl.C(C1=CC=CC=C1)N1CCC(=C(CC1)C=O)Cl (1-benzyl-4-chloro-5-formyl-2,3,6,7-tetrahydro-1H-azepine hydrochloride), Cl.NO (hydroxylamine hydrochloride). Solvent: C(C)O (ethyl alcohol). Run at time 8 hour. The product is Cl.C(C1=CC=CC=C1)N1CCC(C(CC1)=C=NO)Cl (1-Benzyl 4-chloro-2,3,6,7-tetrahydro-5-oximinomethylene-1H-azepine hydrochloride). As a reaction SMILES: Cl.[CH2:2]([N:9]1[CH2:15][CH2:14][C:13]([CH:16]=O)=[C:12]([Cl:18])[CH2:11][CH2:10]1)[C:3]1[CH:8]=[CH:7][CH:6]=[CH:5][CH:4]=1.Cl.[NH2:20][OH:21]>C(O)C>[ClH:18].[CH2:2]([N:9]1[CH2:15][CH2:14][C:13](=[C:16]=[N:20][OH:21])[CH:12]([Cl:18])[CH2:11][CH2:10]1)[C:3]1[CH:8]=[CH:7][CH:6]=[CH:5][CH:4]=1 |f:0.1,2.3,5.6|. Reported procedure: 45 gm (0.16 mol) of 1-benzyl-4-chloro-5-formyl-2,3,6,7-tetrahydro-1H-azepine hydrochloride were suspended in 450 ml of ethyl alcohol, and at 30° C. 12.2 gm (0.175 mol) of hydroxylamine hydrochloride were added in batches while stirring. After some hours, a crystalline precipitate separated out of the gradually clearing solution. The reaction mixture was stirred for 2 hours more and then allowed to stand overnight. The crystalline precipitate was suction-filtered off and dried. After evaporation ... Starting materials: CCCCCc1ccc(-c2ccc(C=CC3CCC(C#N)CC3)cc2)cc1, C, CCO, [H][H], [Pd], Cc1ccccc1. Product: CCCCCc1ccc(-c2ccc(CCC3CCC(C#N)CC3)cc2)cc1. As a reaction SMILES: [C:1](#[N:2])[CH:3]1[CH2:4][CH2:5][CH:6]([CH:9]=[CH:10][c:11]2[cH:12][cH:13][c:14](-[c:17]3[cH:18][cH:19][c:20]([CH2:23][CH2:24][CH2:25][CH2:26][CH3:27])[cH:21][cH:22]3)[cH:15][cH:16]2)[CH2:7][CH2:8]1.[C:40].[CH2:30]([OH:31])[CH3:32].[H:28][H:29].[Pd:41].[c:33]1([CH3:34])[cH:35][cH:36][cH:37][cH:38][cH:39]1>>[C:1](#[N:2])[CH:3]1[CH2:4][CH2:5][CH:6]([CH2:9][CH2:10][c:11]2[cH:12][cH:13][c:14](-[c:17]3[cH:18][cH:19][c:20]([CH2:23][CH2:24][CH2:25][CH2:26][CH3:27])[cH:21][cH:22]3)[cH:15][cH:16]2)[CH2:7][CH2:8]1. The reactants are CN(C)C=O, CCOC(C)=O, CCN(C(C)C)C(C)C, NC1CCN(C2CCC(OC3CCC3)CC2)CC1, Cc1ccc([N+](=O)[O-])c(F)c1. Yields the product Cc1ccc([N+](=O)[O-])c(NC2CCN(C3CCC(OC4CCC4)CC3)CC2)c1. RXN SMILES: [CH3:12][N:13]([CH3:14])[CH:15]=[O:16].[CH3:44][CH2:45][O:46][C:47](=[O:48])[CH3:49].[CH:17]([N:18]([CH:19]([CH3:20])[CH3:21])[CH2:22][CH3:23])([CH3:24])[CH3:25].[CH:26]1([O:30][CH:31]2[CH2:32][CH2:33][CH:34]([N:37]3[CH2:38][CH2:39][CH:40]([NH2:43])[CH2:41][CH2:42]3)[CH2:35][CH2:36]2)[CH2:27][CH2:28][CH2:29]1.[F:1][c:2]1[cH:3][c:4]([CH3:11])[cH:5][cH:6][c:7]1[N+:8](=[O:9])[O-:10]>>[c:2]1([NH:43][CH:40]2[CH2:39][CH2:38][N:37]([CH:34]3[CH2:33][CH2:32][CH:31]([O:30][CH:26]4[CH2:27][CH2:28][CH2:29]4)[CH2:36][CH2:35]3)[CH2:42][CH2:41]2)[cH:3][c:4]([CH3:11])[cH:5][cH:6][c:7]1[N+:8](=[O:9])[O-:10]. Reactants: COCCCOc1cc(C(=O)N(CC2CN(C(=O)OC(C)(C)C)CC2CN=[N+]=[N-])C(C)C)ccc1OC, CO. The product is COCCCOc1cc(C(=O)N(CC2CN(C(=O)OC(C)(C)C)CC2CN)C(C)C)ccc1OC. As a reaction SMILES: [C:1]([CH3:2])([CH3:3])([CH3:4])[O:5][C:6](=[O:7])[N:8]1[CH2:9][CH:10]([CH2:34][N:35]=[N+:36]=[N-:37])[CH:11]([CH2:13][N:14]([C:15]([c:16]2[cH:17][c:18]([O:24][CH2:25][CH2:26][CH2:27][O:28][CH3:29])[c:19]([O:22][CH3:23])[cH:20][cH:21]2)=[O:30])[CH:31]([CH3:32])[CH3:33])[CH2:12]1.[CH3:38][OH:39]>>[C:1]([CH3:2])([CH3:3])([CH3:4])[O:5][C:6](=[O:7])[N:8]1[CH2:9][CH:10]([CH2:34][NH2:35])[CH:11]([CH2:13][N:14]([C:15]([c:16]2[cH:17][c:18]([O:24][CH2:25][CH2:26][CH2:27][O:28][CH3:29])[c:19]([O:22][CH3:23])[cH:20][cH:21]2)=[O:30])[CH:31]([CH3:32])[CH3:33])[CH2:12]1.